From a dataset of the Open Reaction Database (ORD), a public repository of structured organic reaction records. describe an organic reaction: reactants, conditions, products, and yield Reactants: FC=1C=NC2=CC=C(C=C2C1CCCC1(CCN(CC1)CCSC=1SC=CC1)C(=O)OCC)OC (ethyl 4-[3-(3-fluoro-6-methoxyquinolin-4-yl)propyl]-1-[2-(thien-2-yl)thioethyl]-piperidine-4-carboxylate), Cl (hydrochloric acid). The solvent is O1CCOCC1 (dioxane). Run at temperature 100 celsius, time 20 hour. Product: FC=1C=NC2=CC=C(C=C2C1CCCC1(CCN(CC1)CCSC=1SC=CC1)C(=O)O)OC (4-[3-(3-fluoro-6-methoxyquinolin-4-yl)propyl]-1-[2-(thien-2-yl)thioethyl]piperidine-4-carboxylic acid). The yield is 68.7%. Reaction SMILES: [F:1][C:2]1[CH:3]=[N:4][C:5]2[C:10]([C:11]=1[CH2:12][CH2:13][CH2:14][C:15]1([C:29]([O:31]CC)=[O:30])[CH2:20][CH2:19][N:18]([CH2:21][CH2:22][S:23][C:24]3[S:25][CH:26]=[CH:27][CH:28]=3)[CH2:17][CH2:16]1)=[CH:9][C:8]([O:34][CH3:35])=[CH:7][CH:6]=2.Cl>O1CCOCC1>[F:1][C:2]1[CH:3]=[N:4][C:5]2[C:10]([C:11]=1[CH2:12][CH2:13][CH2:14][C:15]1([C:29]([OH:31])=[O:30])[CH2:16][CH2:17][N:18]([CH2:21][CH2:22][S:23][C:24]3[S:25][CH:26]=[CH:27][CH:28]=3)[CH2:19][CH2:20]1)=[CH:9][C:8]([O:34][CH3:35])=[CH:7][CH:6]=2. Reported procedure: A mixture of 0.4 g of ethyl 4-[3-(3-fluoro-6-methoxyquinolin-4-yl)propyl]-1-[2-(thien-2-yl)thioethyl]-piperidine-4-carboxylate in 5 cm3 of aqueous 5N hydrochloric acid and 3 cm3 of dioxane was maintained at a temperature in t h e region of 100° C. with stirring and under an inert atmosphere for 20 hours. After cooling to about 20° C., the reaction mixture was concentrated to dryness under reduced pressure (2 kPa) at a temperature in the region of 40° C. The mixture was filtered and then chromato... The reactants are C1CCOC1, C#CCC(NC(=O)c1c(Cl)cccc1Cl)C(=O)OC, CC(C)NC(C)C, I[Cu]I, Ic1ccc(Oc2ncccn2)cc1. Product: COC(=O)C(CC#Cc1ccc(Oc2ncccn2)cc1)NC(=O)c1c(Cl)cccc1Cl. RXN SMILES: [CH2:34]1[O:35][CH2:36][CH2:37][CH2:38]1.[CH3:1][O:2][C:3]([CH:4]([CH2:5][C:6]#[CH:7])[NH:8][C:9]([c:10]1[c:11]([Cl:17])[cH:12][cH:13][cH:14][c:15]1[Cl:16])=[O:18])=[O:19].[CH:39]([NH:40][CH:41]([CH3:42])[CH3:43])([CH3:44])[CH3:45].[Cu:46]([I:47])[I:48].[I:20][c:21]1[cH:22][cH:23][c:24]([O:25][c:26]2[n:27][cH:28][cH:29][cH:30][n:31]2)[cH:32][cH:33]1>>[CH3:1][O:2][C:3]([CH:4]([CH2:5][C:6]#[C:7][c:21]1[cH:22][cH:23][c:24]([O:25][c:26]2[n:27][cH:28][cH:29][cH:30][n:31]2)[cH:32][cH:33]1)[NH:8][C:9]([c:10]1[c:11]([Cl:17])[cH:12][cH:13][cH:14][c:15]1[Cl:16])=[O:18])=[O:19]. Starting materials: OC1=CC=C2C(C(=COC2=C1O)C(=O)O)=O (7,8-Dihydroxychromone-3-carboxylic acid), S(=O)(Cl)Cl (thionyl chloride), S(=O)(Cl)Cl (thionyl chloride). The product is OC1=CC=C2C(C(=COC2=C1O)C(=O)Cl)=O (7,8-Dihydroxychromone-3-carbonyl chloride). Reaction SMILES: [OH:1][C:2]1[C:11]([OH:12])=[C:10]2[C:5]([C:6](=[O:16])[C:7]([C:13](O)=[O:14])=[CH:8][O:9]2)=[CH:4][CH:3]=1.S(Cl)([Cl:19])=O>>[OH:1][C:2]1[C:11]([OH:12])=[C:10]2[C:5]([C:6](=[O:16])[C:7]([C:13]([Cl:19])=[O:14])=[CH:8][O:9]2)=[CH:4][CH:3]=1. Reported procedure: 7,8-Dihydroxychromone-3-carboxylic acid (6.6 g) together with thionyl chloride (25 ml) were refluxed for one hour. Certain unreacted thionyl chloride remained in the reaction mixture was distilled off, and after addition of benzene to the residue, the mixture was again subjected to distillation. To the residue was added n-hexane to cause trituration of the residue. The solid matter thus formed was recovered by filtration. There was thus obtained the desired product (7.2 g). The reactants are O=C([O-])[O-], O=C(OCc1ccccc1)c1ccccc1OCc1ccccc1, CN(C)C=O, ClCc1ccccc1, [K+], [K+], O=C(O)c1ccccc1O. The product is O=C(O)c1ccccc1OCc1ccccc1. As a reaction SMILES: [C:43](=[O:44])([O-:45])[O-:46].[CH2:11]([c:12]1[cH:13][cH:14][cH:15][cH:16][cH:17]1)[O:18][C:19]([c:20]1[c:21]([O:26][CH2:27][c:28]2[cH:29][cH:30][cH:31][cH:32][cH:33]2)[cH:22][cH:23][cH:24][cH:25]1)=[O:34].[CH3:49][N:50]([CH3:51])[CH:52]=[O:53].[Cl:35][CH2:36][c:37]1[cH:38][cH:39][cH:40][cH:41][cH:42]1.[K+:47].[K+:48].[OH:1][C:2]([c:3]1[c:4]([OH:5])[cH:6][cH:7][cH:8][cH:9]1)=[O:10]>>[O:18]=[C:19]([c:20]1[c:21]([O:26][CH2:27][c:28]2[cH:29][cH:30][cH:31][cH:32][cH:33]2)[cH:22][cH:23][cH:24][cH:25]1)[OH:34].